From a dataset of the Open Reaction Database (ORD), a public repository of structured organic reaction records. describe an organic reaction: reactants, conditions, products, and yield The reactants are C1(CCCC2=CC=CC=C12)N1CCNCCC1 (N-(1,2,3,4-tetrahydro-1-naphthalenyl)homopiperazine), CC(=O)C (acetone), C(C)(=O)O (acetic acid), amine, C(#N)[BH3-].[Na+] (sodium cyanoborohydride). Run in CO (CH3OH), C1CCOC1 (THF), CO (methanol), C(Cl)(Cl)Cl (CHCl3). Reaction conditions: time 45 minute. The product is C(C)(C)N1CCN(CCC1)C1CCCC2=CC=CC=C12 (1-Isopropyl-4-(1,2,3,4-tetrahydro-1-naphthalenyl)homopiperazine). The yield is 99.8%. Reaction SMILES: [CH:1]1([N:11]2[CH2:17][CH2:16][CH2:15][NH:14][CH2:13][CH2:12]2)[C:10]2[C:5](=[CH:6][CH:7]=[CH:8][CH:9]=2)[CH2:4][CH2:3][CH2:2]1.[CH3:18][C:19]([CH3:21])=O.C([BH3-])#N.[Na+].C(O)(=O)C>C1COCC1.CO.C(Cl)(Cl)Cl>[CH:19]([N:14]1[CH2:15][CH2:16][CH2:17][N:11]([CH:1]2[C:10]3[C:5](=[CH:6][CH:7]=[CH:8][CH:9]=3)[CH2:4][CH2:3][CH2:2]2)[CH2:12][CH2:13]1)([CH3:21])[CH3:18] |f:2.3|. Procedure: A 100 ml 3-necked flask under nitrogen atmosphere was charged sequentially with N-(1,2,3,4-tetrahydro-1-naphthalenyl)homopiperazine (0.73 g; 3.2 mmol) in THF (20 ml), methanol (10 ml) and acetone (3.3 ml; 45 mmol). To this stirred solution, sodium cyanoborohydride (0.30 g; 4.75 mmol) was added as a solid followed by acetic acid (0.24 ml; 4.2 mmol). After stirring at ambient temperature for 45 minutes, tlc analysis (silica gel, 9:1 CHCl3:CH3OH) of an aliquot revealed the absence of starting amine... Starting materials: CCOC(=O)C1CC(Cl)CN1C(=O)OC(C)(C)C, [N-]=[N+]=[N-], [Na+], CN(C)C=O. Yields the product CCOC(=O)C1CC(N=[N+]=[N-])CN1C(=O)OC(C)(C)C. RXN SMILES: [CH2:1]([CH3:2])[O:3][C:4]([CH:5]1[N:6]([C:11](=[O:12])[O:13][C:14]([CH3:15])([CH3:16])[CH3:17])[CH2:7][CH:8]([Cl:10])[CH2:9]1)=[O:18].[N-:19]=[N+:20]=[N-:21].[Na+:22].[O:23]=[CH:24][N:25]([CH3:26])[CH3:27]>>[CH2:1]([CH3:2])[O:3][C:4]([CH:5]1[N:6]([C:11](=[O:12])[O:13][C:14]([CH3:15])([CH3:16])[CH3:17])[CH2:7][CH:8]([N:19]=[N+:20]=[N-:21])[CH2:9]1)=[O:18]. Reactants: C(C(C)=C)O (Methallyl alcohol), [Cl-].[NH4+] (ammonium chloride), ClC(=O)OC1=CC=C(C=C1)[N+](=O)[O-] (4-nitrophenyl chloroformate), N1=CC=CC=C1 (pyridine). The solvent is C1CCOC1 (THF). Reaction conditions: time 8 hour. The product is [N+](=O)([O-])C1=CC=C(C=C1)OC(OCC(=C)C)=O (Carbonic acid 2-methylallyl ester 4-nitrophenyl ester). RXN SMILES: [CH2:1]([OH:5])[C:2](=[CH2:4])[CH3:3].Cl[C:7]([O:9][C:10]1[CH:15]=[CH:14][C:13]([N+:16]([O-:18])=[O:17])=[CH:12][CH:11]=1)=[O:8].N1C=CC=CC=1.[Cl-].[NH4+]>C1COCC1>[N+:16]([C:13]1[CH:12]=[CH:11][C:10]([O:9][C:7](=[O:8])[O:5][CH2:1][C:2]([CH3:3])=[CH2:4])=[CH:15][CH:14]=1)([O-:18])=[O:17] |f:3.4|. Reported procedure: Methallyl alcohol [CAS No. 513-42-8] (5 g) and 4-nitrophenyl chloroformate [CAS No. 7693-46-1] (12.6 g) were dissolved in THF (70 mL), and pyridine (6.69 mL) was added to the resulting mixture under ice-cooling, after which the resulting mixture was stirred overnight at room temperature. To the reaction mixture, ice and saturated aqueous ammonium chloride solution were added, and the resulting mixture was extracted with ethyl acetate. The organic layer was washed with saturated aqueous sodium ch...